Dataset: the Open Reaction Database (ORD), a public repository of structured organic reaction records. Task: describe an organic reaction: reactants, conditions, products, and yield Starting materials: BrC1=CC=C2C(=C1)NC(C21C(NC(CC1C1=CC(=CC=C1)Cl)=O)C(=C)C)=O.COC(C)[Si](C)(C)C (racemic (2′R,3R,4′S)-6-bromo-4′-(3-chlorophenyl)-2′-isopropenyl-2,3-dihydro-2,6′-dioxospiro[indole-3,3′-piperidine] 1-methoxyethyl trimethylsilane), BrCCOC(C)=O (acetic acid 2-bromo-ethyl ester), [H-].[Li+] (LiH). Solvent: C(C)(=O)OCC (ethyl acetate). Reaction conditions: time 20 hour. Yields the product BrC1=CC=C2C(=C1)NC(C21C(N(C(CC1C1=CC(=CC=C1)Cl)=O)CCO)C(=C)C)=O.COC(C)[Si](C)(C)C (racemic (2′R,3R,4′S)-6-bromo-4′-(3-chlorophenyl)-1′-(2-hydroxyethyl)-2′-isopropenyl-2,3-dihydro-2,6′-dioxospiro[indole-3,3′-piperidine] 1-methoxyethyl trimethylsilane). Isolated yield 70.5%. RXN SMILES: [Br:1][C:2]1[CH:7]=[C:6]2[NH:8][C:9](=[O:27])[C:10]3([CH:15]([C:16]4[CH:21]=[CH:20][CH:19]=[C:18]([Cl:22])[CH:17]=4)[CH2:14][C:13](=[O:23])[NH:12][CH:11]3[C:24]([CH3:26])=[CH2:25])[C:5]2=[CH:4][CH:3]=1.[CH3:28][O:29][CH:30]([Si:32]([CH3:35])([CH3:34])[CH3:33])[CH3:31].BrCCOC(=O)C.[H-].[Li+]>C(OCC)(=O)C>[Br:1][C:2]1[CH:7]=[C:6]2[NH:8][C:9](=[O:27])[C:10]3([CH:15]([C:16]4[CH:21]=[CH:20][CH:19]=[C:18]([Cl:22])[CH:17]=4)[CH2:14][C:13](=[O:23])[N:12]([CH2:31][CH2:30][OH:29])[CH:11]3[C:24]([CH3:26])=[CH2:25])[C:5]2=[CH:4][CH:3]=1.[CH3:28][O:29][CH:30]([Si:32]([CH3:35])([CH3:34])[CH3:33])[CH3:31] |f:0.1,3.4,6.7|. Procedure: To a mixture of racemic (2′R,3R,4′S)-6-bromo-4′-(3-chlorophenyl)-2′-isopropenyl-2,3-dihydro-2,6′-dioxospiro[indole-3,3′-piperidine]-1-methoxyethyl trimethylsilane (150 mg, 0.26 mmol) and acetic acid 2-bromo-ethyl ester (867 mg, 5.22 mmol) was added LiH (63 mg, 7.9 mmol). The mixture was stirred at room temperature for 20 h, then diluted with ethyl acetate (10 mL), quenched with water (10 mL). The organic layer was separated, washed with water for 5 times, dried over Na2SO4, and concentrated. The... Reactants: CCO, [Na+], [OH-], CCOC(=O)c1c(C(C)C)nc2c(C(F)(F)F)cccc2c1O. Yields the product CC(C)c1nc2c(C(F)(F)F)cccc2c(O)c1C(=O)O. As a reaction SMILES: [CH3:26][CH2:27][OH:28].[Na+:25].[OH-:24].[OH:1][c:2]1[c:3]([C:19](=[O:20])[O:21][CH2:22][CH3:23])[c:4]([CH:16]([CH3:17])[CH3:18])[n:5][c:6]2[c:7]([C:12]([F:13])([F:14])[F:15])[cH:8][cH:9][cH:10][c:11]12>>[OH:1][c:2]1[c:3]([C:19](=[O:20])[OH:21])[c:4]([CH:16]([CH3:17])[CH3:18])[n:5][c:6]2[c:7]([C:12]([F:13])([F:14])[F:15])[cH:8][cH:9][cH:10][c:11]12. Reactants: ClC=1C=CC(=C(CN2C3=C(NCC2)N=CC(=C3)C3=CC=C(C(=O)O)C=C3)C1)C(F)(F)F (4-{1-[5-chloro-2-(trifluoromethyl)benzyl]-1,2,3,4-tetrahydropyrido[2,3-b]pyrazin-7-yl}benzoic acid), C(CC1=CC=CC=C1)N1CCNCC1 (1-phenethylpiperazine). Yields the product ClC=1C=CC(=C(CN2C3=C(NCC2)N=CC(=C3)C3=CC=C(C=C3)C(=O)N3CCN(CC3)CCC3=CC=CC=C3)C1)C(F)(F)F ((4-{1-[5-Chloro-2-(trifluoromethyl)benzyl]-1,2,3,4-tetrahydropyrido[2,3-b]pyrazin-7-yl}phenyl)-(4-phenethylpiperazin-1-yl)methanone). Reaction SMILES: [Cl:1][C:2]1[CH:3]=[CH:4][C:5]([C:28]([F:31])([F:30])[F:29])=[C:6]([CH:27]=1)[CH2:7][N:8]1[CH2:13][CH2:12][NH:11][C:10]2[N:14]=[CH:15][C:16]([C:18]3[CH:26]=[CH:25][C:21]([C:22](O)=[O:23])=[CH:20][CH:19]=3)=[CH:17][C:9]1=2.[CH2:32]([N:40]1[CH2:45][CH2:44][NH:43][CH2:42][CH2:41]1)[CH2:33][C:34]1[CH:39]=[CH:38][CH:37]=[CH:36][CH:35]=1>>[Cl:1][C:2]1[CH:3]=[CH:4][C:5]([C:28]([F:31])([F:29])[F:30])=[C:6]([CH:27]=1)[CH2:7][N:8]1[CH2:13][CH2:12][NH:11][C:10]2[N:14]=[CH:15][C:16]([C:18]3[CH:19]=[CH:20][C:21]([C:22]([N:43]4[CH2:44][CH2:45][N:40]([CH2:32][CH2:33][C:34]5[CH:39]=[CH:38][CH:37]=[CH:36][CH:35]=5)[CH2:41][CH2:42]4)=[O:23])=[CH:25][CH:26]=3)=[CH:17][C:9]1=2. Procedure details: 4-{1-[5-chloro-2-(trifluoromethyl)benzyl]-1,2,3,4-tetrahydropyrido[2,3-b]pyrazin-7-yl}benzoic acid was reacted with 1-phenethylpiperazine as in General Procedure 10 to give the title compound. LCMS: m/z=620.02 (M+H+); retention time=0.63 minutes. The reactants are C(C)(C)(C)OC(=O)N1CCC(CC1)CCCN1C(C2=CN=C3C=CC=C(C1)N32)=O (4,5-dihydro-4-[3-(1-tert-butoxycarbonylpiperidin-4-yl)propan-1-yl]-3H-1,4,8b-triazaacenaphthylen-3-one), Cl (hydrochloric acid). The solvent is C(C)O (ethanol). Reaction conditions: time 1 hour. Product: Cl.Cl.N1CCC(CC1)CCCN1C(C2=CN=C3C=CC=C(C1)N32)=O (4,5-dihydro-4-[3-(piperidin-4-yl)propan-1-yl]-3H-1,4,8b-triazaacenaphthylen-3-one dihydrochloride). Isolated yield 91.2%. As a reaction SMILES: C(OC([N:8]1[CH2:13][CH2:12][CH:11]([CH2:14][CH2:15][CH2:16][N:17]2[CH2:27][C:26]3[N:28]4[C:19](=[CH:20][N:21]=[C:22]4[CH:23]=[CH:24][CH:25]=3)[C:18]2=[O:29])[CH2:10][CH2:9]1)=O)(C)(C)C.[ClH:30]>C(O)C>[ClH:30].[ClH:30].[NH:8]1[CH2:13][CH2:12][CH:11]([CH2:14][CH2:15][CH2:16][N:17]2[CH2:27][C:26]3[N:28]4[C:19](=[CH:20][N:21]=[C:22]4[CH:23]=[CH:24][CH:25]=3)[C:18]2=[O:29])[CH2:10][CH2:9]1 |f:3.4.5|. Procedure details: To a solution prepared by dissolving 2.12 g (5.51 mM) of 4,5-dihydro-4-[3-(1-tert-butoxycarbonylpiperidin-4-yl)propan-1-yl]-3H-1,4,8b-triazaacenaphthylen-3-one in 30 ml of ethanol was added 1.40 ml of 12N-hydrochloric acid and the mixture was stirred at room temperature for 1 hour. After completion of the reaction, the solvent was distilled off under reduced pressure. To the residue was added 5 ml of ethanol and 5 ml of ether and the resulting precipitate was recovered by filtration. The precipi...